This data is from the Open Reaction Database (ORD), a public repository of structured organic reaction records. The task is: describe an organic reaction: reactants, conditions, products, and yield The reactants are ClC=1C(=CC=C2C1C(=O)OC(N2)=O)F (6-chloro-5-fluoroisatoic acid anhydride), N1[C@H](C(=O)O)CCC1 (L-proline), O (water). The solvent is CN(C=O)C (dimethylformamide). Product: ClC1=C(C=CC2=C1C(N1[C@H](C(N2)=O)CCC1)=O)F ((S)-6-chloro-7-fluoro-1,2,3,11a-tetrahydro-5H-pyrrolo[2,1-c][1,4]benzodiazepine-5,11(10H)-dione). Reaction SMILES: [Cl:1][C:2]1[C:3]([F:14])=[CH:4][CH:5]=[C:6]2[NH:12][C:11](=[O:13])[O:10][C:8](=O)[C:7]=12.[NH:15]1[CH2:22][CH2:21][CH2:20][C@H:16]1C(O)=O.O>CN(C)C=O>[Cl:1][C:2]1[C:7]2[C:8](=[O:10])[N:15]3[CH2:22][CH2:21][CH2:20][C@H:16]3[C:11](=[O:13])[NH:12][C:6]=2[CH:5]=[CH:4][C:3]=1[F:14]. Reported procedure: 3.3 g (0.015 mol) of 6-chloro-5-fluoroisatoic acid anhydride and 2 g (0.017 mol) of L-proline in 7.5 ml of dimethylformamide are heated to 120° for 2 hours, cooled, treated with 12 ml of distilled water and the precipitated brown crystals are filtered off. By recrystallization of the crude product from acetone/hexane there is obtained (S)-6-chloro-7-fluoro-1,2,3,11a-tetrahydro-5H-pyrrolo[2,1-c][1,4]benzodiazepine-5,11(10H)-dione of melting point 217°-219°. The reactants are COC(=O)c1ccc(OC(F)F)c2ncccc12, [Na+], [OH-], O. Yields the product O=C(O)c1ccc(OC(F)F)c2ncccc12. Reaction SMILES: [F:1][CH:2]([O:3][c:4]1[cH:5][cH:6][c:7]([C:14](=[O:15])[O:16][CH3:17])[c:8]2[cH:9][cH:10][cH:11][n:12][c:13]12)[F:18].[Na+:20].[OH-:19].[OH2:21]>>[F:1][CH:2]([O:3][c:4]1[cH:5][cH:6][c:7]([C:14](=[O:15])[OH:16])[c:8]2[cH:9][cH:10][cH:11][n:12][c:13]12)[F:18].